Task: describe an organic reaction: reactants, conditions, products, and yield. Dataset: the Open Reaction Database (ORD), a public repository of structured organic reaction records Starting materials: ClC=1C=C(C=CC1)N(C(=O)N1[C@H](C[C@@H](CC1)C(=O)O)C(=O)NCCN(C)CC1=C(C=CC=C1)OC)C1=CC=CC=C1 (trans 1-(N-(3-chlorophenyl)-N-(phenyl)-aminocarbonyl)-2-(RS)-(2-(N-(2-methoxybenzyl)-N-methylamino)ethylaminocarbonyl)-piperidine-4-(RS)-carboxylic acid), C(C1=CC=CC=C1)NCC1=CC=CC=C1 (dibenzylamine). The product is ClC=1C=C(C=CC1)N(C(=O)N1[C@H](C[C@@H](CC1)C(=O)N(CC1=CC=CC=C1)CC1=CC=CC=C1)C(=O)NCCN(C)CC1=C(C=CC=C1)OC)C1=CC=CC=C1 (Trans 1-(N-(3-chlorophenyl)-N-(phenyl)-aminocarbonyl)-2-(RS)-(2-(N(2-methoxybenzyl)-N-methylamino)ethylaminocarbonyl)-4-(RS)-(N,N-dibenzylaminocarbonyl)piperidine). Isolated yield 32.9%. Reaction SMILES: [Cl:1][C:2]1[CH:3]=[C:4]([N:8]([C:36]2[CH:41]=[CH:40][CH:39]=[CH:38][CH:37]=2)[C:9]([N:11]2[CH2:16][CH2:15][C@@H:14]([C:17](O)=[O:18])[CH2:13][C@@H:12]2[C:20]([NH:22][CH2:23][CH2:24][N:25]([CH2:27][C:28]2[CH:33]=[CH:32][CH:31]=[CH:30][C:29]=2[O:34][CH3:35])[CH3:26])=[O:21])=[O:10])[CH:5]=[CH:6][CH:7]=1.[CH2:42]([NH:49][CH2:50][C:51]1[CH:56]=[CH:55][CH:54]=[CH:53][CH:52]=1)[C:43]1[CH:48]=[CH:47][CH:46]=[CH:45][CH:44]=1>>[Cl:1][C:2]1[CH:3]=[C:4]([N:8]([C:36]2[CH:41]=[CH:40][CH:39]=[CH:38][CH:37]=2)[C:9]([N:11]2[CH2:16][CH2:15][C@@H:14]([C:17]([N:49]([CH2:42][C:43]3[CH:48]=[CH:47][CH:46]=[CH:45][CH:44]=3)[CH2:50][C:51]3[CH:56]=[CH:55][CH:54]=[CH:53][CH:52]=3)=[O:18])[CH2:13][C@@H:12]2[C:20]([NH:22][CH2:23][CH2:24][N:25]([CH2:27][C:28]2[CH:33]=[CH:32][CH:31]=[CH:30][C:29]=2[O:34][CH3:35])[CH3:26])=[O:21])=[O:10])[CH:5]=[CH:6][CH:7]=1. Procedure details: According to the procedure given in Example 2, Step E, 0.051 g of trans 1-(N-(3-chlorophenyl)-N-(phenyl)-aminocarbonyl)-2-(RS)-(2-(N-(2-methoxybenzyl)-N-methylamino)ethylaminocarbonyl)-piperidine-4-(RS)-carboxylic acid and 0.035 g of dibenzylamine gave 22 mg (33%) of an oil. Starting materials: CC#N, O=C=NC(=O)c1cc(F)c(F)cc1Cl, Cl, NC(=O)C1CCCN(c2ccc(F)cc2N)C1. The product is NC(=O)C1CCCN(c2ccc(F)cc2NC(=O)NC(=O)c2cc(F)c(F)cc2Cl)C1. As a reaction SMILES: [CH3:33][C:34]#[N:35].[Cl:1][c:2]1[c:3]([C:4](=[O:5])[N:6]=[C:7]=[O:8])[cH:9][c:10]([F:14])[c:11]([F:13])[cH:12]1.[ClH:15].[NH2:16][c:17]1[c:18]([N:24]2[CH2:25][CH:26]([C:30](=[O:31])[NH2:32])[CH2:27][CH2:28][CH2:29]2)[cH:19][cH:20][c:21]([F:23])[cH:22]1>>[Cl:1][c:2]1[c:3]([C:4](=[O:5])[NH:6][C:7](=[O:8])[NH:16][c:17]2[c:18]([N:24]3[CH2:25][CH:26]([C:30](=[O:31])[NH2:32])[CH2:27][CH2:28][CH2:29]3)[cH:19][cH:20][c:21]([F:23])[cH:22]2)[cH:9][c:10]([F:14])[c:11]([F:13])[cH:12]1. The reactants are C(Cl)Cl.CCCCCC (CH2Cl2 hexane), BrC=1C2=CC=CC=C2C(=C2C=CC=CC12)Br (9,10-Dibromoanthracene), [Li]CCCC (n-BuLi), CN(C)C=O (DMF), 9,10-disubstituted ethynylanthracene. Solvent: C1CCOC1 (THF). Conditions: time 45 minute. Product: BrC=1C2=CC=CC=C2C(=C2C=CC=CC12)C=O (9-Bromo-10-anthracenecarboxaldehyde). The yield is 68.0%. As a reaction SMILES: Br[C:2]1[C:3]2[C:8]([C:9]([Br:16])=[C:10]3[C:15]=1[CH:14]=[CH:13][CH:12]=[CH:11]3)=[CH:7][CH:6]=[CH:5][CH:4]=2.[Li]CCCC.CN([CH:25]=[O:26])C.C(Cl)Cl.CCCCCC>C1COCC1>[Br:16][C:9]1[C:10]2[C:15]([C:2]([CH:25]=[O:26])=[C:3]3[C:8]=1[CH:7]=[CH:6][CH:5]=[CH:4]3)=[CH:14][CH:13]=[CH:12][CH:11]=2 |f:3.4|. Procedure: To the yellow suspension of 9,10-Dibromoanthracene (2 g, 5.95 mmol) in THF (20 mL) at −90° C., n-BuLi (2.88 mL, 7.18 mmol, 2.5 M in hexane) was added dropwise. Orange solution was observed after 45 min additional stirring. Anhydrous DMF (0.92 mL, 11.9 mmol) was added to the orange solution. The reaction mixture was slowly warmed to room temp and stirred overnight. The reaction mixture was quenched with H2O and extracted with CH2Cl2. The organic layer was washed with 10% aq. Na2CO3 solution (3×50... Starting materials: CO, CC(=O)OC1CC(N2C(=O)c3cccc(NC(=O)c4ccccc4)c3C2=O)C(=O)NC1=O, Cc1ccc(S(=O)(=O)O)cc1. The product is O=C(Nc1cccc2c1C(=O)N(C1CC(O)C(=O)NC1=O)C2=O)c1ccccc1. Reaction SMILES: [CH3:44][OH:45].[O:1]=[C:2]1[N:3]([CH:21]2[C:22](=[O:32])[NH:23][C:24](=[O:31])[CH:25]([O:27][C:28](=[O:29])[CH3:30])[CH2:26]2)[C:4](=[O:20])[c:5]2[c:6]([NH:11][C:12]([c:13]3[cH:14][cH:15][cH:16][cH:17][cH:18]3)=[O:19])[cH:7][cH:8][cH:9][c:10]21.[c:33]1([CH3:34])[cH:35][cH:36][c:37]([S:38]([OH:39])(=[O:40])=[O:41])[cH:42][cH:43]1>>[O:1]=[C:2]1[N:3]([CH:21]2[C:22](=[O:32])[NH:23][C:24](=[O:31])[CH:25]([OH:27])[CH2:26]2)[C:4](=[O:20])[c:5]2[c:6]([NH:11][C:12]([c:13]3[cH:14][cH:15][cH:16][cH:17][cH:18]3)=[O:19])[cH:7][cH:8][cH:9][c:10]21. Reactants: CCOC(=O)c1ccc2cc(Br)ccc2n1, CCOC(C)=O, [K+], [K+], [K+], C1COCCO1, O, OB(O)c1ccc(O)cc1, O=P([O-])([O-])[O-], c1ccc(P(c2ccccc2)c2ccccc2)cc1. Product: CCOC(=O)c1ccc2cc(-c3ccc(O)cc3)ccc2n1. As a reaction SMILES: [Br:1][c:2]1[cH:3][c:4]2[cH:5][cH:6][c:7]([C:12](=[O:13])[O:14][CH2:15][CH3:16])[n:8][c:9]2[cH:10][cH:11]1.[CH3:54][CH2:55][O:56][C:57](=[O:58])[CH3:59].[K+:51].[K+:52].[K+:53].[O:61]1[CH2:62][CH2:63][O:64][CH2:65][CH2:66]1.[OH2:60].[OH:17][c:18]1[cH:19][cH:20][c:21]([B:24]([OH:25])[OH:26])[cH:22][cH:23]1.[P:46]([O-:47])([O-:48])([O-:49])=[O:50].[c:27]1([P:28]([c:29]2[cH:30][cH:31][cH:32][cH:33][cH:34]2)[c:35]2[cH:36][cH:37][cH:38][cH:39][cH:40]2)[cH:41][cH:42][cH:43][cH:44][cH:45]1>>[c:2]1(-[c:21]2[cH:20][cH:19][c:18]([OH:17])[cH:23][cH:22]2)[cH:3][c:4]2[cH:5][cH:6][c:7]([C:12](=[O:13])[O:14][CH2:15][CH3:16])[n:8][c:9]2[cH:10][cH:11]1.